Dataset: the Open Reaction Database (ORD), a public repository of structured organic reaction records. Task: describe an organic reaction: reactants, conditions, products, and yield The reactants are C(C)OC(C=C(OCC)N)=O (β-amino-β-ethoxyacrylic acid ethyl ester), C1OC=2C=C(CNN)C=CC2O1 (3,4-methylenedioxybenzylhydrazine), compound. The product is NC=1NN(C(C1)=O)CC1=CC2=C(C=C1)OCO2 (3-Amino-1-(3,4-methylenedioxybenzyl)-pyrazol-5-one). Reaction SMILES: C([O:3][C:4](=O)[CH:5]=[C:6]([NH2:10])OCC)C.[CH2:12]1[O:23][C:22]2[CH:21]=[CH:20][C:16]([CH2:17][NH:18][NH2:19])=[CH:15][C:14]=2[O:13]1>>[NH2:10][C:6]1[NH:19][N:18]([CH2:17][C:16]2[CH:20]=[CH:21][C:22]3[O:23][CH2:12][O:13][C:14]=3[CH:15]=2)[C:4](=[O:3])[CH:5]=1. Reported procedure: From 17.5 g of β-amino-β-ethoxyacrylic acid ethyl ester and 16.6 g of 3,4-methylenedioxybenzylhydrazine, analogously to the procedure described in Example 1. 12.1 g of the compound identified above, as colorless crystals of melting point 218°, corresponding to 52% of theory, are obtained. Starting materials: C1(CC1)C=1N=CC(=NC1OCC1CC1)C(=O)O (5-cyclopropyl-6-cyclopropylmethoxy-pyrazine-2-carboxylic acid), N[C@@](CO)(C(C)C)C ((2R)-2-amino-2,3-dimethyl-1-butanol). The product is OC[C@](C(C)C)(C)NC(=O)C1=NC(=C(N=C1)C1CC1)OCC1CC1 (5-Cyclopropyl-6-cyclopropylmethoxy-pyrazine-2-carboxylic acid ((R)-1-hydroxymethyl-1,2-dimethyl-propyl)-amide). RXN SMILES: [CH:1]1([C:4]2[N:5]=[CH:6][C:7]([C:15]([OH:17])=O)=[N:8][C:9]=2[O:10][CH2:11][CH:12]2[CH2:14][CH2:13]2)[CH2:3][CH2:2]1.[NH2:18][C@:19]([CH3:25])([CH:22]([CH3:24])[CH3:23])[CH2:20][OH:21]>>[OH:21][CH2:20][C@@:19]([NH:18][C:15]([C:7]1[CH:6]=[N:5][C:4]([CH:1]2[CH2:2][CH2:3]2)=[C:9]([O:10][CH2:11][CH:12]2[CH2:13][CH2:14]2)[N:8]=1)=[O:17])([CH3:25])[CH:22]([CH3:24])[CH3:23]. Reported procedure: The title compound was synthesized in analogy to Example 15, using 5-cyclopropyl-6-cyclopropylmethoxy-pyrazine-2-carboxylic acid (Example 10 g; 100 mg, 0.42 mmol) and (2R)-2-amino-2,3-dimethyl-1-butanol (CAN 155158-75-1, 107.06 mg, 0.64 mmol) as starting materials, and isolated (20 mg, 14.04%) as off white sticky solid, LC-MS (UV peak area, ESI) 100%, 334.4 (M+H). Starting materials: CS(=O)(=O)Cl, Nc1ccc(CCc2n[nH]c3c2c(=O)n(-c2ccccc2)c2ncccc32)cc1, O, c1ccncc1. Yields the product CS(=O)(=O)Nc1ccc(CCc2n[nH]c3c2c(=O)n(-c2ccccc2)c2ncccc32)cc1. Reaction SMILES: [CH3:30][S:31]([Cl:32])(=[O:33])=[O:34].[NH2:1][c:2]1[cH:3][cH:4][c:5]([CH2:8][CH2:9][c:10]2[n:11][nH:12][c:13]3[c:14]2[c:15](=[O:29])[n:16](-[c:23]2[cH:24][cH:25][cH:26][cH:27][cH:28]2)[c:17]2[n:18][cH:19][cH:20][cH:21][c:22]32)[cH:6][cH:7]1.[OH2:35].[cH:36]1[cH:37][cH:38][n:39][cH:40][cH:41]1>>[NH:1]([c:2]1[cH:3][cH:4][c:5]([CH2:8][CH2:9][c:10]2[n:11][nH:12][c:13]3[c:14]2[c:15](=[O:29])[n:16](-[c:23]2[cH:24][cH:25][cH:26][cH:27][cH:28]2)[c:17]2[n:18][cH:19][cH:20][cH:21][c:22]32)[cH:6][cH:7]1)[S:31]([CH3:30])(=[O:33])=[O:34]. Starting materials: ClC1=CC=C(C=2N(C(=NC21)C(O)C2=C(C=C(C=C2)Cl)Cl)CCCO)C(=O)OC (methyl 4-chloro-2-[(2,4-dichlorophenyl)(hydroxy)methyl]-1-(3-hydroxypropyl)-1H-benzimidazole-7-carboxylate). The solvent is C1(=CC=CC=C1)C (toluene). Yields the product ClC=1C=CC(=C2N3C(=NC21)C(OCCC3)C3=C(C=C(C=C3)Cl)Cl)C(=O)OC (Methyl 10-chloro-1-(2,4-dichlorophenyl)-4,5-dihydro-1H,3H-[1,4]oxazepino[4,3-a]benzimidazole-7-carboxylate). The yield is 31.6%. RXN SMILES: [Cl:1][C:2]1[C:10]2[N:9]=[C:8]([CH:11]([C:13]3[CH:18]=[CH:17][C:16]([Cl:19])=[CH:15][C:14]=3[Cl:20])[OH:12])[N:7]([CH2:21][CH2:22][CH2:23]O)[C:6]=2[C:5]([C:25]([O:27][CH3:28])=[O:26])=[CH:4][CH:3]=1>C1(C)C=CC=CC=1>[Cl:1][C:2]1[CH:3]=[CH:4][C:5]([C:25]([O:27][CH3:28])=[O:26])=[C:6]2[C:10]=1[N:9]=[C:8]1[CH:11]([C:13]3[CH:18]=[CH:17][C:16]([Cl:19])=[CH:15][C:14]=3[Cl:20])[O:12][CH2:23][CH2:22][CH2:21][N:7]21. Procedure: A solution of methyl 4-chloro-2-[(2,4-dichlorophenyl)(hydroxy)methyl]-1-(3-hydroxypropyl)-1H-benzimidazole-7-carboxylate (Reference example 215, 703 mg, 1.58 mmol) and cyanomethylenetributylphophorane (763 mg, 3.16 mmol) in toluene (32 mL) was stirred for 12 h at 110° C. The reaction mixture was concentrated in vacuo and purified by column chromatography on NH silica gel eluting with a 0-20% ethyl acetate/n-hexane gradient mixture to afford the desired product as pale yellow oil (212 mg, 0.499 m... The reactants are ClCCl, CS(=O)(=O)c1ccc(C(CC2CCCC2)C(=O)Nc2ccn(Cc3ccc(C(=O)O)cc3)n2)cc1Cl, O=C(Cl)C(=O)Cl, NCCCO, Cc1cccc(C)n1. The product is CS(=O)(=O)c1ccc(C(CC2CCCC2)C(=O)Nc2ccn(Cc3ccc(C(=O)NCCCO)cc3)n2)cc1Cl. As a reaction SMILES: [CH2:56]([Cl:57])[Cl:58].[Cl:1][c:2]1[cH:3][c:4]([CH:12]([C:13](=[O:14])[NH:15][c:16]2[n:17][n:18]([CH2:21][c:22]3[cH:23][cH:24][c:25]([C:26](=[O:27])[OH:28])[cH:29][cH:30]3)[cH:19][cH:20]2)[CH2:31][CH:32]2[CH2:33][CH2:34][CH2:35][CH2:36]2)[cH:5][cH:6][c:7]1[S:8](=[O:9])(=[O:10])[CH3:11].[Cl:37][C:38]([C:39]([Cl:40])=[O:41])=[O:42].[NH2:51][CH2:52][CH2:53][CH2:54][OH:55].[n:43]1[c:44]([CH3:45])[cH:46][cH:47][cH:48][c:49]1[CH3:50]>>[Cl:1][c:2]1[cH:3][c:4]([CH:12]([C:13](=[O:14])[NH:15][c:16]2[n:17][n:18]([CH2:21][c:22]3[cH:23][cH:24][c:25]([C:26](=[O:27])[NH:51][CH2:52][CH2:53][CH2:54][OH:55])[cH:29][cH:30]3)[cH:19][cH:20]2)[CH2:31][CH:32]2[CH2:33][CH2:34][CH2:35][CH2:36]2)[cH:5][cH:6][c:7]1[S:8](=[O:9])(=[O:10])[CH3:11]. Product: C1(=CC=CC=C1)C1=CC(=NC=C1)C(=O)NCCC (4-phenyl-N-propylpyridine-2-carboxamide). Yield: 87.7%. RXN SMILES: Br[C:2]1[CH:7]=[CH:6][N:5]=[C:4]([C:8]([NH:10][CH2:11][CH2:12][CH3:13])=[O:9])[CH:3]=1.[C:14]1(B(O)O)[CH:19]=[CH:18][CH:17]=[CH:16][CH:15]=1.C(=O)([O-])[O-].[K+].[K+].CN(C)C=O>C1C=CC([P]([Pd]([P](C2C=CC=CC=2)(C2C=CC=CC=2)C2C=CC=CC=2)([P](C2C=CC=CC=2)(C2C=CC=CC=2)C2C=CC=CC=2)[P](C2C=CC=CC=2)(C2C=CC=CC=2)C2C=CC=CC=2)(C2C=CC=CC=2)C2C=CC=CC=2)=CC=1.O.C(O)C>[C:14]1([C:2]2[CH:7]=[CH:6][N:5]=[C:4]([C:8]([NH:10][CH2:11][CH2:12][CH3:13])=[O:9])[CH:3]=2)[CH:19]=[CH:18][CH:17]=[CH:16][CH:15]=1 |f:2.3.4,^1:37,39,58,77|. Conditions: temperature 150 celsius. Run in O (Water), C(C)O (ethanol). Reagents/catalysts: C=1C=CC(=CC1)[P](C=2C=CC=CC2)(C=3C=CC=CC3)[Pd]([P](C=4C=CC=CC4)(C=5C=CC=CC5)C=6C=CC=CC6)([P](C=7C=CC=CC7)(C=8C=CC=CC8)C=9C=CC=CC9)[P](C=1C=CC=CC1)(C=1C=CC=CC1)C=1C=CC=CC1 (tetrakis(triphenylphosphine)palladium). The reactants are BrC1=CC(=NC=C1)C(=O)NCCC (4-bromo-N-propylpyridine-2-carboxamide), C1(=CC=CC=C1)B(O)O (phenylboronic acid), C([O-])([O-])=O.[K+].[K+] (potassium carbonate), CN(C=O)C (dimethylformamide). Reported procedure: A mixture of 4-bromo-N-propylpyridine-2-carboxamide (450 mg), phenylboronic acid (330 mg), potassium carbonate (380 mg), tetrakis(triphenylphosphine)palladium (210 mg), dimethylformamide (6.5 mL) and ethanol (3.5 mL) was stirred under irradiation with microwave while heating at 150° C. for 10 min. Water was added to the reaction mixture, followed by extraction with ethyl acetate. The organic phase was washed with water and brine, and then dried over anhydrous magnesium sulfate. After the desicca... Reactants: Cc1ccc(CC(=O)O)cc1, NS(=O)(=O)c1cc(F)cc(F)c1. The reagents and catalysts are [B-](F)(F)(F)F.CN(C)C(=[N+](C)C)ON1C(=O)C2=CC=CC=C2N=N1 (TDBTU), CCN(C(C)C)C(C)C (DIPEA). The solvent is CN(C)C=O (DMF), CN(C)C=O (DMF), CN(C)C=O (DMF), CN(C)C=O (DMF), CN(C)C=O (DMF), CN(C)C=O (DMF). Reaction conditions: temperature 25 celsius, time 2 hour. The product is Cc1ccc(CC(=O)NS(=O)(=O)c2cc(F)cc(F)c2)cc1. Isolated yield 5.5%. RXN SMILES: NS(=O)(=O)c1cc(F)cc(F)c1.Cc1ccc(CC(=O)O)cc1.[B-](F)(F)(F)F.CN(C)C(=[N+](C)C)ON1C(=O)C2=CC=CC=C2N=N1.CCN(C(C)C)C(C)C.CN(C)C=O>>Cc1ccc(CC(=O)NS(=O)(=O)c2cc(F)cc(F)c2)cc1.